Dataset: the Open Reaction Database (ORD), a public repository of structured organic reaction records. Task: describe an organic reaction: reactants, conditions, products, and yield Starting materials: Cl.ClCC1=NC2=CC=CC=C2C=C1 (2-chloromethylquinoline hydrochloride), C(C)(=O)[O-].[Na+] (sodium acetate), CN(C=O)C (N,N-dimethylformamide). The solvent is O (water). Conditions: temperature 60 celsius, time 8 hour. The product is N1=C(C=CC2=CC=CC=C12)CO (2-quinolylmethanol). Yield: 88.0%. RXN SMILES: Cl.Cl[CH2:3][C:4]1[CH:13]=[CH:12][C:11]2[C:6](=[CH:7][CH:8]=[CH:9][CH:10]=2)[N:5]=1.C([O-])(=[O:16])C.[Na+].CN(C)C=O>O>[N:5]1[C:6]2[C:11](=[CH:10][CH:9]=[CH:8][CH:7]=2)[CH:12]=[CH:13][C:4]=1[CH2:3][OH:16] |f:0.1,2.3|. Procedure details: A mixture of 2-chloromethylquinoline hydrochloride (21.4 g), sodium acetate (32.8 g) and N,N-dimethylformamide (200 ml) was stirred at 60° C. overnight. After cooling, the reaction solution was poured into water, which was extracted with ethyl acetate. The ethyl acetate layer was washed with saturated aqueous sodium chloride solution, dried (MgSO4), and concentrated. A mixture of the residue, 4N aqueous sodium hydroxide solution (50 ml), tetrahydrofuran (100 ml) and methanol (100 ml) was stirred... The reactants are CN1CCN(c2ccc(N)cc2)CC1, CC(C)O, CS(=O)(=O)c1nccc(-c2cccnc2Oc2ccc(Nc3nc4cc(F)c(F)cc4[nH]3)cc2)n1, O=C(O)C(F)(F)F. RXN SMILES: [CH3:36][N:37]1[CH2:38][CH2:39][N:40]([c:43]2[cH:44][cH:45][c:46]([NH2:49])[cH:47][cH:48]2)[CH2:41][CH2:42]1.[CH3:57][CH:58]([OH:59])[CH3:60].[F:1][c:2]1[cH:3][c:4]2[c:5]([nH:6][c:7]([NH:9][c:10]3[cH:11][cH:12][c:13]([O:16][c:17]4[n:18][cH:19][cH:20][cH:21][c:22]4-[c:23]4[n:24][c:25]([S:29]([CH3:30])(=[O:31])=[O:32])[n:26][cH:27][cH:28]4)[cH:14][cH:15]3)[n:8]2)[cH:33][c:34]1[F:35].[F:50][C:51]([F:52])([F:53])[C:54]([OH:55])=[O:56]>>[F:1][c:2]1[cH:3][c:4]2[c:5]([nH:6][c:7]([NH:9][c:10]3[cH:11][cH:12][c:13]([O:16][c:17]4[n:18][cH:19][cH:20][cH:21][c:22]4-[c:23]4[n:24][c:25]([NH:49][c:46]5[cH:45][cH:44][c:43]([N:40]6[CH2:39][CH2:38][N:37]([CH3:36])[CH2:42][CH2:41]6)[cH:48][cH:47]5)[n:26][cH:27][cH:28]4)[cH:14][cH:15]3)[n:8]2)[cH:33][c:34]1[F:35]. Yields the product CN1CCN(c2ccc(Nc3nccc(-c4cccnc4Oc4ccc(Nc5nc6cc(F)c(F)cc6[nH]5)cc4)n3)cc2)CC1. Reactants: O1CCOCC1 (1,4-Dioxane), BrC=1C=C2C(=CNC2=C(C1)C(=O)N)[C@H]1C[C@@H](S(CC1)(=O)=O)C(C)C ((racemic)-5-Bromo-3-[trans-2-(1-methylethyl)-1,1-dioxidotetrahydro-2H-thiopyran-4-yl]-1H-indole-7-carboxamide), S1C(=CC=C1)B(O)O (2-Thienylboronic acid), C(=O)([O-])[O-].[K+].[K+] (K2CO3). Reagents/catalysts: C1=CC=C(C=C1)P([C-]2C=CC=C2)C3=CC=CC=C3.C1=CC=C(C=C1)P([C-]2C=CC=C2)C3=CC=CC=C3.Cl[Pd]Cl.[Fe+2] (PdCl2(dppf)). Solvent: O (Water). Reaction conditions: time 5 minute. Product: CC(C)[C@@H]1S(CC[C@H](C1)C1=CNC2=C(C=C(C=C12)C=1SC=CC1)C(=O)N)(=O)=O ((racemic)-3-[trans-2-(1-Methylethyl)-1,1-dioxidotetrahydro-2H-thiopyran-4-yl]-5-(2-thienyl)-1H-indole-7-carboxamide). Isolated yield 21.5%. RXN SMILES: Br[C:2]1[CH:3]=[C:4]2[C:8](=[C:9]([C:11]([NH2:13])=[O:12])[CH:10]=1)[NH:7][CH:6]=[C:5]2[C@@H:14]1[CH2:19][CH2:18][S:17](=[O:21])(=[O:20])[C@@H:16]([CH:22]([CH3:24])[CH3:23])[CH2:15]1.O1CCOCC1.[S:31]1[CH:35]=[CH:34][CH:33]=[C:32]1B(O)O.C([O-])([O-])=O.[K+].[K+]>C1C=CC(P(C2C=CC=CC=2)[C-]2C=CC=C2)=CC=1.C1C=CC(P(C2C=CC=CC=2)[C-]2C=CC=C2)=CC=1.Cl[Pd]Cl.[Fe+2].O>[CH3:23][CH:22]([C@H:16]1[CH2:15][C@H:14]([C:5]2[C:4]3[C:8](=[C:9]([C:11]([NH2:13])=[O:12])[CH:10]=[C:2]([C:32]4[S:31][CH:35]=[CH:34][CH:33]=4)[CH:3]=3)[NH:7][CH:6]=2)[CH2:19][CH2:18][S:17]1(=[O:21])=[O:20])[CH3:24] |f:3.4.5,6.7.8.9|. Procedure: (racemic)-5-Bromo-3-[trans-2-(1-methylethyl)-1,1-dioxidotetrahydro-2H-thiopyran-4-yl]-1H-indole-7-carboxamide (60 mg, 0.145 mmol) was placed in a microwave vial and dissolved with 1,4-Dioxane (2 mL) and Water (1.000 mL). 2-Thienylboronic acid (37.1 mg, 0.290 mmol) and K2CO3 (60.2 mg, 0.435 mmol) were added. Argon was bubbled in the mixture for 10 min with stirring, PdCl2(dppf) (5.60 mg, 0.012 mmol) was added, and argon was bubbled another 10 mins. The vial was sealed and put under microwave 5 mi... The reactants are NC1[C@@H]2N(C(=C(CS2)C2=C(C(C2=O)=O)OC(C)C)C(=O)OC(C2=CC=CC=C2)C2=CC=CC=C2)C1=O (diphenylmethyl 7-amino-3-[3,4-dioxo-2-(2-propoxy)-1-cyclobutenyl]-3-cephem-4-carboxylate), NC=1SC=C(N1)/C(/C(=O)N1N=NN(C1=S)C)=N/OC (1-[2-(2-aminothiazol-4-yl)-(Z)-2-methoxyiminoacetyl]-4-methyltetrazole-5-thione). Yields the product NC=1SC=C(N1)/C(/C(=O)NC1[C@@H]2N(C(=C(CS2)C2=C(C(C2=O)=O)OC(C)C)C(=O)OC(C2=CC=CC=C2)C2=CC=CC=C2)C1=O)=N/OC (Diphenylmethyl 7-[2-(2-aminothiazol-4-yl)-(Z)-2-methoxyiminoacetamido]-3-[3,4-dioxo-2-(2-propoxy)-1-cyclobutenyl]-3-cephem-4-carboxylate). Isolated yield 95.3%. As a reaction SMILES: [NH2:1][CH:2]1[C:35](=[O:36])[N:4]2[C:5]([C:19]([O:21][CH:22]([C:29]3[CH:34]=[CH:33][CH:32]=[CH:31][CH:30]=3)[C:23]3[CH:28]=[CH:27][CH:26]=[CH:25][CH:24]=3)=[O:20])=[C:6]([C:9]3[C:12](=[O:13])[C:11](=[O:14])[C:10]=3[O:15][CH:16]([CH3:18])[CH3:17])[CH2:7][S:8][C@H:3]12.[NH2:37][C:38]1[S:39][CH:40]=[C:41](/[C:43](=[N:53]/[O:54][CH3:55])/[C:44](N2C(=S)N(C)N=N2)=[O:45])[N:42]=1>>[NH2:37][C:38]1[S:39][CH:40]=[C:41](/[C:43](=[N:53]/[O:54][CH3:55])/[C:44]([NH:1][CH:2]2[C:35](=[O:36])[N:4]3[C:5]([C:19]([O:21][CH:22]([C:29]4[CH:30]=[CH:31][CH:32]=[CH:33][CH:34]=4)[C:23]4[CH:28]=[CH:27][CH:26]=[CH:25][CH:24]=4)=[O:20])=[C:6]([C:9]4[C:12](=[O:13])[C:11](=[O:14])[C:10]=4[O:15][CH:16]([CH3:17])[CH3:18])[CH2:7][S:8][C@H:3]23)=[O:45])[N:42]=1. Reported procedure: Acylation of diphenylmethyl 7-amino-3-[3,4-dioxo-2-(2-propoxy)-1-cyclobutenyl]-3-cephem-4-carboxylate (287 mg, 0.569 mmol) with 1-[2-(2-aminothiazol-4-yl)-(Z)-2-methoxyiminoacetyl]-4-methyltetrazole-5-thione (204 mg, 0.683 mmol), according to Example 13, afforded the title compound (373 mg, 93% yield) as a bright Reactants: C(C)(C)(C)OC(=O)NC=1N=C(N(C1)C)C(=O)O (4-[[(tert-Butyloxy)carbonyl]-amino]-1-methylimidazole-2-carboxylic acid), ON1N=NC2=C1C=CC=C2 (1-hydroxybenzotriazole), C1CCC(CC1)N=C=NC2CCCCC2 (DCC). Run in CN(C)C=O (DMF). Product: C(C)(C)(C)OC(=O)NC=1C=C(N(C1)C)C(=O)ON1N=NC2=C1C=CC=C2 (1,2,3-Benzotriazol-1-yl 4[[(tert-butyloxy)carbonyl]-amino]-1-methylpyrrole-2-carboxylate). Isolated yield 89.0%. As a reaction SMILES: [C:1]([O:5][C:6]([NH:8][C:9]1N=[C:11]([C:15]([OH:17])=[O:16])[N:12]([CH3:14])[CH:13]=1)=[O:7])([CH3:4])([CH3:3])[CH3:2].O[N:19]1[C:23]2[CH:24]=[CH:25][CH:26]=[CH:27][C:22]=2[N:21]=[N:20]1.[CH2:28]1CCC(N=C=NC2CCCCC2)CC1>CN(C=O)C>[C:1]([O:5][C:6]([NH:8][C:9]1[CH:28]=[C:11]([C:15]([O:17][N:19]2[C:23]3[CH:24]=[CH:25][CH:26]=[CH:27][C:22]=3[N:21]=[N:20]2)=[O:16])[N:12]([CH3:14])[CH:13]=1)=[O:7])([CH3:4])([CH3:3])[CH3:2]. Procedure: The Boc-imidazole-acid 12 (2 g, 8.3 mmol) was in dissolved in 10 ml of DMF and 1-hydroxybenzotriazole was added (1.2 g, 9 mmol) followed by DCC (2.4 g, 9 mmol). After 6 hours the precipitate was removed by filtration and washed with 4 ml of DMF. The DMF solution was added dropwise to 250 ml of well stirred ice water and the resulting precipitate was collected by vacuum filtration. The filter cake was ground and dried in vacuo over P2O5 to give (2.7 g, 89%) of 13 as a pale yellow power contaminat... Starting materials: 15, S(=O)(Cl)Cl (thionyl chloride), Cl.Cl.FC1=CC=C(C=C1)CN1C(=NC2=C1C=CC=C2)NC2CCN(CC2)CCO (4-[1-(4-fluorophenylmethyl)-1H-benzimidazol-2-ylamino]-1-piperidineethanol dihydrochloride). Solvent: ClC(Cl)Cl (trichloromethane). The product is 13, Cl.Cl.ClCCN1CCC(CC1)NC1=NC2=C(N1CC1=CC=C(C=C1)F)C=CC=C2 (N-[1-(2-chloroethyl)-4-piperidinyl]-1-(4-fluorophenylmethyl)-1H-benzimidazol-2-amine dihydrochloride). Isolated yield 83.0%. Reaction SMILES: S(Cl)([Cl:3])=O.[ClH:5].Cl.[F:7][C:8]1[CH:13]=[CH:12][C:11]([CH2:14][N:15]2[C:19]3[CH:20]=[CH:21][CH:22]=[CH:23][C:18]=3[N:17]=[C:16]2[NH:24][CH:25]2[CH2:30][CH2:29][N:28]([CH2:31][CH2:32]O)[CH2:27][CH2:26]2)=[CH:10][CH:9]=1>ClC(Cl)Cl>[ClH:3].[ClH:5].[Cl:5][CH2:32][CH2:31][N:28]1[CH2:29][CH2:30][CH:25]([NH:24][C:16]2[N:15]([CH2:14][C:11]3[CH:12]=[CH:13][C:8]([F:7])=[CH:9][CH:10]=3)[C:19]3[CH:20]=[CH:21][CH:22]=[CH:23][C:18]=3[N:17]=2)[CH2:26][CH2:27]1 |f:1.2.3,5.6.7|. Reported procedure: A mixture of 15 parts of thionyl chloride, 4 parts of 4-[1-(4-fluorophenylmethyl)-1H-benzimidazol-2-ylamino]-1-piperidineethanol dihydrochloride and 375 parts of trichloromethane is stirred and refluxed overnight. The precipitated product is filtered off and dried, yielding 13 parts (83%) of N-[1-(2-chloroethyl)-4-piperidinyl]-1-(4-fluorophenylmethyl)-1H-benzimidazol-2-amine dihydrochloride; mp.>260° C. Starting materials: O (water), FC=1C=C(C=CC1)O (3-fluorophenol), BrC(C(=O)OCC)(C)C (ethyl 2-bromo-2-methylpropanoate), C(=O)([O-])[O-].[K+].[K+] (K2CO3). The solvent is CC(=O)C (acetone). Product: FC=1C=C(OC(C(=O)OCC)(C)C)C=CC1 (ethyl 2-(3-fluorophenoxy)-2-methylpropanoate). Yield: 47.1%. As a reaction SMILES: [F:1][C:2]1[CH:3]=[C:4]([OH:8])[CH:5]=[CH:6][CH:7]=1.Br[C:10]([CH3:17])([CH3:16])[C:11]([O:13][CH2:14][CH3:15])=[O:12].C([O-])([O-])=O.[K+].[K+].O>CC(C)=O>[F:1][C:2]1[CH:3]=[C:4]([CH:5]=[CH:6][CH:7]=1)[O:8][C:10]([CH3:17])([CH3:16])[C:11]([O:13][CH2:14][CH3:15])=[O:12] |f:2.3.4|. Reported procedure: A mixture of 3-fluorophenol (3.36 g, 30.0 mmol), ethyl 2-bromo-2-methylpropanoate (8.78 g, 45.0 mmol) and K2CO3 (6.22 g, 45.0 mmol) in acetone (50 mL) was refluxed overnight. The mixture was cooled to rt and 60 mL of water was added. The resulting mixture was extracted with DCM (40 mL×2). The combined organic phases were washed with brine (40 mL×2), dried over anhydrous Na2SO4 and concentrated in vacuo. The residue was purified by a silica gel column chromatography (PE/EtOAc (V/V)=4:1) to give t...